This data is from the Open Reaction Database (ORD), a public repository of structured organic reaction records. The task is: describe an organic reaction: reactants, conditions, products, and yield The reactants are [Li]CCCC, CCCC[Sn](Cl)(CCCC)CCCC, COc1ccc(-c2cn3c(n2)CCC3)cc1, CCCCCC, [Cl-], [NH4+], C1CCOC1. Yields the product CCCC[Sn](CCCC)(CCCC)c1c(-c2ccc(OC)cc2)nc2n1CCC2. As a reaction SMILES: [CH2:17]([Li:18])[CH2:19][CH2:20][CH3:21].[CH2:22]([CH2:23][CH2:24][CH3:25])[Sn:26]([CH2:27][CH2:28][CH2:29][CH3:30])([CH2:31][CH2:32][CH2:33][CH3:34])[Cl:35].[CH3:1][O:2][c:3]1[cH:4][cH:5][c:6](-[c:9]2[n:10][c:11]3[n:12]([cH:13]2)[CH2:14][CH2:15][CH2:16]3)[cH:7][cH:8]1.[CH3:43][CH2:44][CH2:45][CH2:46][CH2:47][CH3:48].[Cl-:36].[NH4+:37].[O:38]1[CH2:39][CH2:40][CH2:41][CH2:42]1>>[CH3:1][O:2][c:3]1[cH:4][cH:5][c:6](-[c:9]2[n:10][c:11]3[n:12]([c:13]2[Sn:26]([CH2:22][CH2:23][CH2:24][CH3:25])([CH2:27][CH2:28][CH2:29][CH3:30])[CH2:31][CH2:32][CH2:33][CH3:34])[CH2:14][CH2:15][CH2:16]3)[cH:7][cH:8]1. The reactants are B.C1CCOC1 (borane THF), ice, BrC1=C(C(=O)O)C=CC(=C1)Cl (2-bromo-4-chlorobenzoic acid). Solvent: C1CCOC1 (THF). Run at time 8 hour. The product is BrC1=C(CO)C=CC(=C1)Cl (2-bromo-4-chlorobenzyl alcohol). The yield is 81.3%. As a reaction SMILES: B.C1COCC1.[Br:7][C:8]1[CH:16]=[C:15]([Cl:17])[CH:14]=[CH:13][C:9]=1[C:10](O)=[O:11]>C1COCC1>[Br:7][C:8]1[CH:16]=[C:15]([Cl:17])[CH:14]=[CH:13][C:9]=1[CH2:10][OH:11] |f:0.1|. Procedure: Add borane-THF (1 M in THF, 3.2 mL) complex dropwise to an ice-cooled solution of 2-bromo-4-chlorobenzoic acid (500 mg, 2.1 mmol) in THF (2 mL). Remove the cooling bath and stir overnight. Slowly add water (1 mL) and solid sodium carbonate. Stir 1 h. Filter and wash solids with THF. Chromatograph on silica gel, eluting with 0:100 to 30:70 ethyl acetate:dichloromethane to give 2-bromo-4-chlorobenzyl alcohol as a white solid (378 mg, 80%). Starting materials: O1C=NC2=C1C=CC=C2 (benzoxazole), NC1=C(C=CC=C1)O (o-aminophenol), CC=1C=CC(=CC1)C(=O)O (p-toluic acid). Yields the product C1(=CC=C(C=C1)C=1OC2=C(N1)C=CC=C2)C (2-(p-tolyl)benzoxazole). RXN SMILES: [O:1]1[C:5]2[CH:6]=[CH:7][CH:8]=[CH:9][C:4]=2[N:3]=[CH:2]1.NC1C=CC=CC=1O.[CH3:18][C:19]1[CH:20]=[CH:21][C:22](C(O)=O)=[CH:23][CH:24]=1>>[C:19]1([CH3:18])[CH:20]=[CH:21][C:22]([C:2]2[O:1][C:5]3[CH:6]=[CH:7][CH:8]=[CH:9][C:4]=3[N:3]=2)=[CH:23][CH:24]=1. Procedure details: Preparation of the above benzoxazole reactant is as follows: o-aminophenol is reacted with p-toluic acid to yield 2-(p-tolyl)benzoxazole; this intermediate is then brominated with N-bromosuccinimide to obtain 2-4-bromomethylphenyl)-benzoxazole. The reactants are NC=1SC(=C(N1)C(=O)NCCNC(OC(C)(C)C)=O)C1=CC=CC=C1 (t-butyl [2-(2-amino-5-phenyl-4thiazolecarboxamido)ethyl]carbamate), C(Cl)Cl (methylene chloride), FC(C(=O)O)(F)F (trifluoroacetic acid). Product: Cl.Cl.NC=1SC(=C(N1)C(=O)NCCN)C1=CC=CC=C1 (2-amino-N-(2-aminoethyl)-5-phenyl-4-thiazolecarboxamide dihydrochloride). Yield: 90.0%. RXN SMILES: [NH2:1][C:2]1[S:3][C:4]([C:20]2[CH:25]=[CH:24][CH:23]=[CH:22][CH:21]=2)=[C:5]([C:7]([NH:9][CH2:10][CH2:11][NH:12]C(=O)OC(C)(C)C)=[O:8])[N:6]=1.FC(F)(F)C(O)=O.C(Cl)[Cl:34]>>[ClH:34].[ClH:34].[NH2:1][C:2]1[S:3][C:4]([C:20]2[CH:25]=[CH:24][CH:23]=[CH:22][CH:21]=2)=[C:5]([C:7]([NH:9][CH2:10][CH2:11][NH2:12])=[O:8])[N:6]=1 |f:3.4.5|. Procedure details: 2.0 g (5.5 mmol) of t-butyl [2-(2-amino-5-phenyl-4thiazolecarboxamido)ethyl]carbamate were dissolved in 15 ml of methylene chloride and heated to reflux for 3 hours with 2.1 ml (27.6 mmol) of trifluoroacetic acid. Thereafter, the reaction mixture was evaporated under reduced pressure and the residue was dissolved in methanol, treated with~2 M methanolic hydrochloric acid and evaporated. Recrystallization of the residue from methanol/ether with the addition of a small amount of hexane yielded 1.6... The reactants are ClC=1C=CC2=C(C(=NCC=3N2C(=NN3)C(CN3C(C=2C(C3=O)=CC=CC2)=O)C)C2=C(C=CC=C2F)F)C1 (N-[2-[8-chloro-6-(2,6-difluorophenyl)-4H-s-triazolo[4,3-a]-[1,4]benzodiazepin-1-yl]propyl]phthalimide), O.NN (hydrazine hydrate), C(C)O (ethanol). Yields the product NC(CC1=NN=C2N1C1=C(C(=NC2)C2=C(C=CC=C2F)F)C=C(C=C1)Cl)C (1-(2-aminopropyl)-8-chloro-6-(2,6-difluorophenyl)-4H-s-triazolo[4,3-a][1,4]-benzodiazepine). RXN SMILES: [Cl:1][C:2]1[CH:3]=[CH:4][C:5]2[N:11]3[C:12]([CH:15](C)[CH2:16][N:17]4C(=O)C5=CC=CC=C5C4=O)=[N:13][N:14]=[C:10]3[CH2:9][N:8]=[C:7]([C:29]3[C:34]([F:35])=[CH:33][CH:32]=[CH:31][C:30]=3[F:36])[C:6]=2[CH:37]=1.O.NN.[CH2:41](O)C>>[NH2:17][CH:16]([CH3:41])[CH2:15][C:12]1[N:11]2[C:5]3[CH:4]=[CH:3][C:2]([Cl:1])=[CH:37][C:6]=3[C:7]([C:29]3[C:30]([F:36])=[CH:31][CH:32]=[CH:33][C:34]=3[F:35])=[N:8][CH2:9][C:10]2=[N:14][N:13]=1 |f:1.2|. Procedure details: In the manner given in Example 21, a solution of N-[2-[8-chloro-6-(2,6-difluorophenyl)-4H-s-triazolo[4,3-a]-[1,4]benzodiazepin-1-yl]propyl]phthalimide in ethanol is heated with hydrazine hydrate to give 1-(2-aminopropyl)-8-chloro-6-(2,6-difluorophenyl)-4H-s-triazolo[4,3-a][1,4]-benzodiazepine.